This data is from the Open Reaction Database (ORD), a public repository of structured organic reaction records. The task is: describe an organic reaction: reactants, conditions, products, and yield Starting materials: O=C1C(CC2=CC(=C(C(=C12)Cl)Cl)OCC(=O)O)(C)C1=CC=C(C=C1)OC ([1-oxo-2-(4-methoxyphenyl)-2-methyl-6,7-dichloro-5-indanyloxy]acetic acid), Br (hydrobromic acid), ice water. The solvent is C(C)(=O)O (acetic acid). Yields the product O=C1C(CC2=CC(=C(C(=C12)Cl)Cl)OCC(=O)O)(C)C1=CC=C(C=C1)O ([1-Oxo-2-(4-hydroxyphenyl)-2-methyl-6,7-dichloro-5-indanyloxy]acetic acid). Reaction SMILES: [O:1]=[C:2]1[C:10]2[C:5](=[CH:6][C:7]([O:13][CH2:14][C:15]([OH:17])=[O:16])=[C:8]([Cl:12])[C:9]=2[Cl:11])[CH2:4][C:3]1([C:19]1[CH:24]=[CH:23][C:22]([O:25]C)=[CH:21][CH:20]=1)[CH3:18].Br>C(O)(=O)C>[O:1]=[C:2]1[C:10]2[C:5](=[CH:6][C:7]([O:13][CH2:14][C:15]([OH:17])=[O:16])=[C:8]([Cl:12])[C:9]=2[Cl:11])[CH2:4][C:3]1([C:19]1[CH:20]=[CH:21][C:22]([OH:25])=[CH:23][CH:24]=1)[CH3:18]. Procedure details: A stirred mixture of [1-oxo-2-(4-methoxyphenyl)-2-methyl-6,7-dichloro-5-indanyloxy]acetic acid (1.80 g., 0.0046 mole), Example 8, Step E, 48% hydrobromic acid (50 ml.) and acetic acid (50 ml.) is heated at reflux for one hour, then poured into crushed ice-water (800 ml.) to precipitate 900 mg. of [1-oxo-2-(4-hydroxyphenyl)-2-methyl-6,7-dichloro-5-indanyloxy]-acetic acid which melts at 220°-222° C. after crystallization from acetic acid:water, 1:1, and nitromethane. Reactants: C1(=CC=CC=C1)CC(=O)Cl (phenylacetyl chloride), ClC1=CC2=C(C=3CCCNC3CC2)C=C1 (8-chloro-1,2,3,4,5,6-hexahydrobenzo[f]quinoline), O (water). The solvent is N1=CC=CC=C1 (pyridine). Conditions: time 8 hour. The product is ClC1=CC2=C(C=3CCCN(C3CC2)C(CC2=CC=CC=C2)=O)C=C1 (8-chloro-4-(phenylacetyl)-1,2,3,4,5,6-hexahydrobenzo[f]quinoline). As a reaction SMILES: [Cl:1][C:2]1[CH:15]=[CH:14][C:5]2[C:6]3[CH2:7][CH2:8][CH2:9][NH:10][C:11]=3[CH2:12][CH2:13][C:4]=2[CH:3]=1.[C:16]1([CH2:22][C:23](Cl)=[O:24])[CH:21]=[CH:20][CH:19]=[CH:18][CH:17]=1.O>N1C=CC=CC=1>[Cl:1][C:2]1[CH:15]=[CH:14][C:5]2[C:6]3[CH2:7][CH2:8][CH2:9][N:10]([C:23](=[O:24])[CH2:22][C:16]4[CH:21]=[CH:20][CH:19]=[CH:18][CH:17]=4)[C:11]=3[CH2:12][CH2:13][C:4]=2[CH:3]=1. Procedure: 7.00 g (0.032 mol) of 8-chloro-1,2,3,4,5,6-hexahydrobenzo[f]quinoline were dissolved in 50 ml of pyridine and 7.42 g (0.048 mol) of phenylacetyl chloride were added dropwise thereto at 0°. After stirring overnight at room temperature the mixture was poured into water, extracted with ethyl acetate, dried with magnesium sulphate and the solvent was distilled off in vacuo. Chromatography (silica gel, chloroform-hexane, 1:1) gave 8-chloro-4-(phenylacetyl)-1,2,3,4,5,6-hexahydrobenzo[f]quinoline in th... The reactants are O.O.[OH-].C[N+](C)(C)C (tetramethylammonium hydroxide dihydrate), C(C1=CC=CC=C1)(=O)N (benzamide), [N+](=O)([O-])C1=CC=CC=C1 (Nitrobenzene). Solvent: C=1(C(=CC=CC1)C)C (xylene). Run at time 4 hour. Yields the product [N+](=O)([O-])C1=CC=C(C=C1)NC(C1=CC=CC=C1)=O (N-(4-nitrophenyl)benzamide). Reaction SMILES: O.O.[OH-].C[N+](C)(C)C.[C:9]([NH2:17])(=[O:16])[C:10]1[CH:15]=[CH:14][CH:13]=[CH:12][CH:11]=1.[N+:18]([C:21]1[CH:26]=[CH:25][CH:24]=[CH:23][CH:22]=1)([O-:20])=[O:19]>C1(C)C(C)=CC=CC=1>[N+:18]([C:21]1[CH:26]=[CH:25][C:24]([NH:17][C:9](=[O:16])[C:10]2[CH:15]=[CH:14][CH:13]=[CH:12][CH:11]=2)=[CH:23][CH:22]=1)([O-:20])=[O:19] |f:0.1.2.3|. Procedure: A solution of tetramethylammonium hydroxide dihydrate (TMA(H)·2H2O) (1.8 g, 14.0 mmole), benzamide (1.2 g., 9.9 mmole) and 10 ml of xylene was stirred under nitrogen at 70° C. Thewater and xylene was removed by vacuum distillation at 740 mmHg/70° C. Nitrobenzene (1.2 g., 9.7 mmole) was added dropwise and the solution was stirred for 4 hours under nitrogen after which time an aliquot was removed for HPLC analysis. 4'-Nitrobenzanilide, i.e., N-(4-nitrophenyl)benzamide, was produced in 98% yield ba... Reactants: C1(=CC=CC=C1)C1=CC=NC=2N1N=CC2C(=O)N (7-phenylpyrazolo(1,5-a)pyrimidine-3-carboxamide), COC(N(C)C)OC (N,N-dimethylformamide dimethyl acetal). Procedure details: A mixture of 600 mg of 7-phenylpyrazolo(1,5-a)pyrimidine-3-carboxamide (Example 7), 5.0 ml of N,N-dimethylformamide dimethyl acetal and 25.0 ml of dichloromethane are heated on a steam bath for 2 hours with complete solution taking place. The solution is evaporated in vacuo to give a solid. The solid is then recrystallized from acetone to give 58 mg of the desired product as yellow needles, mp 198°-201.5° C. The solvent is ClCCl (dichloromethane). As a reaction SMILES: [C:1]1([C:7]2[N:12]3[N:13]=[CH:14][C:15]([C:16]([NH2:18])=[O:17])=[C:11]3[N:10]=[CH:9][CH:8]=2)[CH:6]=[CH:5][CH:4]=[CH:3][CH:2]=1.CO[CH:21](OC)[N:22]([CH3:24])[CH3:23]>ClCCl>[CH3:21][N:22]([CH:24]=[N:18][C:16]([C:15]1[CH:14]=[N:13][N:12]2[C:7]([C:1]3[CH:6]=[CH:5][CH:4]=[CH:3][CH:2]=3)=[CH:8][CH:9]=[N:10][C:11]=12)=[O:17])[CH3:23]. The product is CN(C)C=NC(=O)C=1C=NN2C1N=CC=C2C2=CC=CC=C2 (N-((Dimethylamino)methylene)-7-phenylpyrazolo(1,5-a)pyrimidine-3-carboxamid). Reactants: OC1=CC(=C(C(=O)OC)C=C1)OC (methyl 4-hydroxy-2-methoxybenzoate), C1(=CC=CC=C1)P(C1=CC=CC=C1)C1=CC=CC=C1 (triphenylphosphine), O1CCC(C2=CC=CC=C12)O (4-chromanol), N(=NC(=O)OCC)C(=O)OCC (diethyl azodicarboxylate). Solvent: C1CCOC1 (THF), C1CCOC1 (THF). Reaction conditions: temperature 0 celsius. Yields the product O1CCC(C2=CC=CC=C12)C(=O)OC1=CC(=C(C(=O)OC)C=C1)OC (methyl 4-(4-chromanoyloxy)-2-methoxybenzoate). Reaction SMILES: [OH:1][C:2]1[CH:11]=[CH:10][C:5]([C:6]([O:8][CH3:9])=[O:7])=[C:4]([O:12][CH3:13])[CH:3]=1.C1(P(C2C=CC=CC=2)C2C=CC=CC=2)C=CC=CC=1.[O:33]1[C:42]2[C:37](=[CH:38][CH:39]=[CH:40][CH:41]=2)[CH:36](O)[CH2:35][CH2:34]1.N(C(OCC)=O)=N[C:46](OCC)=[O:47]>C1COCC1>[O:33]1[C:42]2[C:37](=[CH:38][CH:39]=[CH:40][CH:41]=2)[CH:36]([C:46]([O:1][C:2]2[CH:11]=[CH:10][C:5]([C:6]([O:8][CH3:9])=[O:7])=[C:4]([O:12][CH3:13])[CH:3]=2)=[O:47])[CH2:35][CH2:34]1. Procedure details: To a stirred solution of methyl 4-hydroxy-2-methoxybenzoate (364 mg, 2.0 mmol) in dry THF (1.25 mL) was added triphenylphosphine (525 mg, 2.0 mmol) and the solution was cooled to 0° C. A 500 mL volume of 4-chromanol (200 mg, 1.33 mmol) and diethyl azodicarboxylate (315 mL, 2.0 mmol) in THF was added dropwise via syringe over 0.5 h. The reaction was filtered and the solvent was removed under reduced pressure. The residue was chromatographed on a silica gel column packed in 92:8 hexanes:EtOAc and ... The reactants are COCCO[AlH2-]OCCOC, Cl, NC1CCC(C(=O)O)CC1, [Na+], [Na+], [OH-], O. Yields the product NC1CCC(CO)CC1. As a reaction SMILES: [CH3:13][O:14][CH2:15][CH2:16][O:17][AlH2-:18][O:19][CH2:20][CH2:21][O:22][CH3:23].[ClH:1].[NH2:2][CH:3]1[CH2:4][CH2:5][CH:6]([C:9](=[O:10])[OH:11])[CH2:7][CH2:8]1.[Na+:12].[Na+:25].[OH-:24].[OH2:26]>>[NH2:2][CH:3]1[CH2:4][CH2:5][CH:6]([CH2:9][OH:10])[CH2:7][CH2:8]1.